This data is from the Open Reaction Database (ORD), a public repository of structured organic reaction records. The task is: describe an organic reaction: reactants, conditions, products, and yield The reactants are Nc1nc(N)c(N=O)c(OCc2ccccc2)n1, N, [Na+], [Na+], O, O=S([O-])S(=O)[O-]. Yields the product Nc1nc(N)c(N)c(OCc2ccccc2)n1. As a reaction SMILES: [NH2:1][c:2]1[n:3][c:4]([NH2:18])[c:5]([N:16]=[O:17])[c:6]([O:8][CH2:9][c:10]2[cH:11][cH:12][cH:13][cH:14][cH:15]2)[n:7]1.[NH3:27].[Na+:25].[Na+:26].[OH2:28].[S:19]([S:20]([O-:21])=[O:22])([O-:23])=[O:24]>>[NH2:1][c:2]1[n:3][c:4]([NH2:18])[c:5]([NH2:16])[c:6]([O:8][CH2:9][c:10]2[cH:11][cH:12][cH:13][cH:14][cH:15]2)[n:7]1. Starting materials: O=C1CCC(=O)N1Br, CCOC(C)=O, CC(C)NC(C)C, Cl, O=c1cc(C(F)(F)F)c2c(O)cccc2[nH]1. Yields the product O=c1cc(C(F)(F)F)c2c(O)c(Br)ccc2[nH]1. Reaction SMILES: [Br:24][N:25]1[C:26](=[O:27])[CH2:28][CH2:29][C:30]1=[O:31].[CH3:33][CH2:34][O:35][C:36]([CH3:37])=[O:38].[CH:17]([NH:18][CH:19]([CH3:20])[CH3:21])([CH3:22])[CH3:23].[ClH:32].[OH:1][c:2]1[c:3]2[c:4]([C:13]([F:14])([F:15])[F:16])[cH:5][c:6](=[O:12])[nH:7][c:8]2[cH:9][cH:10][cH:11]1>>[OH:1][c:2]1[c:3]2[c:4]([C:13]([F:14])([F:15])[F:16])[cH:5][c:6](=[O:12])[nH:7][c:8]2[cH:9][cH:10][c:11]1[Br:24]. The reactants are ClC1=CC=C(C=C1)/C=C/C=1C=C(C=CC1)N1N=C(C(=C1COC)C(=O)O)COC (1-{3-[(E)-2-(4-chloro-phenyl)-vinyl]-phenyl}-3,5-bis-methoxymethyl-1H-pyrazole-4-carboxylic acid), ClC1=CC=C(C=C1)/C=C/C=1C=C(C=CC1)N1N=C(C(=C1COC)C(=O)O)COC (1-{3-[(E)-2-(4-chloro-phenyl)-vinyl]-phenyl}-3,5-bis-methoxymethyl-1H-pyrazole-4-carboxylic acid), N1(CCCC1)C1CCNCC1 (4-pyrrolidin-1-yl-piperidine). Yields the product ClC1=CC=C(C=C1)/C=C/C=1C=C(C=CC1)N1N=C(C(=C1COC)C(=O)N1CCC(CC1)N1CCCC1)COC ((1-{3-[(E)-2-(4-Chloro-phenyl)-vinyl]-phenyl}-3,5-bis-methoxymethyl-1H-pyrazol-4-yl)-(4-pyrrolidin-1-yl-piperidin-1-yl)-methanone). Reaction SMILES: [Cl:1][C:2]1[CH:7]=[CH:6][C:5](/[CH:8]=[CH:9]/[C:10]2[CH:11]=[C:12]([N:16]3[C:20]([CH2:21][O:22][CH3:23])=[C:19]([C:24](O)=[O:25])[C:18]([CH2:27][O:28][CH3:29])=[N:17]3)[CH:13]=[CH:14][CH:15]=2)=[CH:4][CH:3]=1.[N:30]1([CH:35]2[CH2:40][CH2:39][NH:38][CH2:37][CH2:36]2)[CH2:34][CH2:33][CH2:32][CH2:31]1>>[Cl:1][C:2]1[CH:7]=[CH:6][C:5](/[CH:8]=[CH:9]/[C:10]2[CH:11]=[C:12]([N:16]3[C:20]([CH2:21][O:22][CH3:23])=[C:19]([C:24]([N:38]4[CH2:39][CH2:40][CH:35]([N:30]5[CH2:34][CH2:33][CH2:32][CH2:31]5)[CH2:36][CH2:37]4)=[O:25])[C:18]([CH2:27][O:28][CH3:29])=[N:17]3)[CH:13]=[CH:14][CH:15]=2)=[CH:4][CH:3]=1. Reported procedure: In analogy to the procedure described for example 1, 1-{3-[(E)-2-(4-chloro-phenyl)-vinyl]-phenyl}-3,5-bis-methoxymethyl-1H-pyrazole-4-carboxylic acid (intermediate 3) and 4-pyrrolidin-1-yl-piperidine gave the title compound as brown solid. MS: 549.3 (MH+, 1 Cl). Starting materials: [H-].[Na+] (sodium hydride), ClC1=C2C=NNC2=C(C(=C1)C(C)=O)C1=CC(=CC(=C1)F)F (1-[4-chloro-7-(3,5-difluorophenyl)-1H-indazol-6-yl]ethanone), CI (methyl iodide). Solvent: CN(C=O)C (N,N-dimethylformamide). Run at time 30 minute. Product: ClC1=C2C=NN(C2=C(C(=C1)C(C)=O)C1=CC(=CC(=C1)F)F)C (1-[4-Chloro-7-(3,5-difluorophenyl)-1-methyl-1H-indazol-6-yl]ethanone). Yield: 41.4%. As a reaction SMILES: [Cl:1][C:2]1[CH:10]=[C:9]([C:11](=[O:13])[CH3:12])[C:8]([C:14]2[CH:19]=[C:18]([F:20])[CH:17]=[C:16]([F:21])[CH:15]=2)=[C:7]2[C:3]=1[CH:4]=[N:5][NH:6]2.[H-].[Na+].[CH3:24]I>CN(C)C=O>[Cl:1][C:2]1[CH:10]=[C:9]([C:11](=[O:13])[CH3:12])[C:8]([C:14]2[CH:19]=[C:18]([F:20])[CH:17]=[C:16]([F:21])[CH:15]=2)=[C:7]2[C:3]=1[CH:4]=[N:5][N:6]2[CH3:24] |f:1.2|. Procedure: To a mixture of 1-[4-chloro-7-(3,5-difluorophenyl)-1H-indazol-6-yl]ethanone (1.0 g, 3.3 mmol) in N,N-dimethylformamide (20 mL) was added sodium hydride (200 mg, 4.9 mmol). After being stirred at room temperature for 30 minutes, to the resulting mixture was added methyl iodide (0.30 mL, 4.9 mmol). The reaction was stirred at room temperature for another 30 minutes, then quenched with sat. ammonium chloride and extracted with Ethyl acetate. The combined organic layers were washed with water, brine... Starting materials: CI, CCO[PH](=O)CC1CCCCC1, [H-], [Na+], C1CCOC1, O. Yields the product CCOP(C)(=O)CC1CCCCC1. Reaction SMILES: [CH3:15][I:16].[CH:3]1([CH2:9][PH:10]([O:11][CH2:12][CH3:13])=[O:14])[CH2:4][CH2:5][CH2:6][CH2:7][CH2:8]1.[H-:1].[Na+:2].[O:18]1[CH2:19][CH2:20][CH2:21][CH2:22]1.[OH2:17]>>[CH:3]1([CH2:9][P:10]([O:11][CH2:12][CH3:13])(=[O:14])[CH3:15])[CH2:4][CH2:5][CH2:6][CH2:7][CH2:8]1. The reactants are NC1=C(C=CC(=C1)Cl)S (2-amino-4-chloro-benzenethiol), BrCC1=CC(=CC=C1)[N+](=O)[O-] (1-bromomethyl-3-nitro-benzene), FC1=C(C=CC(=C1)F)S(=O)(=O)Cl (2,4-difluoro-benzenesulfonyl chloride). Yields the product NC=1C=C(CSC2=C(C=C(C=C2)Cl)NS(=O)(=O)C2=C(C=C(C=C2)F)F)C=CC1 (N-{2-[(3-aminobenzyl)thio]-5-chlorophenyl}-2,4-difluorobenzenesulfonamide). RXN SMILES: [NH2:1][C:2]1[CH:7]=[C:6]([Cl:8])[CH:5]=[CH:4][C:3]=1[SH:9].Br[CH2:11][C:12]1[CH:17]=[CH:16][CH:15]=[C:14]([N+:18]([O-])=O)[CH:13]=1.[F:21][C:22]1[CH:27]=[C:26]([F:28])[CH:25]=[CH:24][C:23]=1[S:29](Cl)(=[O:31])=[O:30]>>[NH2:18][C:14]1[CH:13]=[C:12]([CH:17]=[CH:16][CH:15]=1)[CH2:11][S:9][C:3]1[CH:4]=[CH:5][C:6]([Cl:8])=[CH:7][C:2]=1[NH:1][S:29]([C:23]1[CH:24]=[CH:25][C:26]([F:28])=[CH:27][C:22]=1[F:21])(=[O:31])=[O:30]. Procedure details: Following General Procedure A, B, and K, the title compound was prepared from 2-amino-4-chloro-benzenethiol, 1-bromomethyl-3-nitro-benzene, and 2,4-difluoro-benzenesulfonyl chloride. Reactants: O\C=C\1/C(NC2=CC=CC(=C12)C)=O (Z-3-[(hydroxy)-methylene]-4-methyl-1,3-dihydro-indol-2-one), NC1=NNC=C1 (3-aminopyrazole), O\C=C\1/C(NC2=CC=CC(=C12)C)=O (Z-3-[(hydroxy)-methylene]-4-methyl-1,3-dihydro-indol-2-one), O\C=C\1/C(NC2=CC=CC=C12)=O (Z-3-[(hydroxy)-methylene]-1,3-dihydro-indol-2-one), CN(CCCOC1=CC=C(CC=2C=C(NN2)N)C=C1)C (5-[4-(3-dimethylamino-propoxy)-benzyl]-2H-pyrazol-3-ylamine), CN(CCCOC1=CC=C(CC=2C=C(NN2)N)C=C1)C (5-[4-(3-dimethylamino-propoxy)-benzyl]-2H-pyrazol-3-ylamine). Solvent: O1CCCC1 (tetrahydrofuran). The product is CN(CCCOC1=CC=C(CC=2C=C(NN2)NC=C2C(NC3=CC=CC=C23)=O)C=C1)C (3-({5-[4-(3-Dimethylamino-propoxy)-benzyl)-2H-pyrazol-3-ylamino]-methylene]-1,3-dihydro-indol-2-one). As a reaction SMILES: O/[CH:2]=[C:3]1\[C:4](=[O:13])[NH:5][C:6]2[C:11]\1=[C:10](C)[CH:9]=[CH:8][CH:7]=2.O/C=C1\C(=O)NC2C\1=CC=CC=2.[CH3:26][N:27]([CH3:45])[CH2:28][CH2:29][CH2:30][O:31][C:32]1[CH:44]=[CH:43][C:35]([CH2:36][C:37]2[CH:38]=[C:39]([NH2:42])[NH:40][N:41]=2)=[CH:34][CH:33]=1.NC1C=CNN=1>O1CCCC1>[CH3:45][N:27]([CH3:26])[CH2:28][CH2:29][CH2:30][O:31][C:32]1[CH:44]=[CH:43][C:35]([CH2:36][C:37]2[CH:38]=[C:39]([NH:42][CH:2]=[C:3]3[C:11]4[C:6](=[CH:7][CH:8]=[CH:9][CH:10]=4)[NH:5][C:4]3=[O:13])[NH:40][N:41]=2)=[CH:34][CH:33]=1. Reported procedure: The named compound is prepared by substituting E & Z-3-[(hydroxy)-methylene]-4-methyl-1,3-dihydro-indol-2-one for E & Z-3-[(hydroxy)-methylene]-1,3-dihydro-indol-2-one and 5-[4-(3-dimethylamino-propoxy)-benzyl]-2H-pyrazol-3-ylamine for 3-aminopyrazole in the reaction of Example 1. Specifically, E & Z-3-[(hydroxy)-methylene]-4-methyl-1,3-dihydro-indol-2-one (0.0351 gms.) is reacted with 0.0881 gms. of 5-[4-(3-dimethylamino-propoxy)-benzyl]-2H-pyrazol-3-ylamine by refluxing in tetrahydrofuran (2.0...